Dataset: the Open Reaction Database (ORD), a public repository of structured organic reaction records. Task: describe an organic reaction: reactants, conditions, products, and yield Starting materials: C=C, CC=C1C=CCCCCC1, Clc1ccccc1. Product: C=CC1C=CCCCCC1. As a reaction SMILES: [CH2:1]=[CH2:2].[CH:3]([CH3:4])=[C:5]1[CH:6]=[CH:7][CH2:8][CH2:9][CH2:10][CH2:11][CH2:12]1.[Cl:13][c:14]1[cH:15][cH:16][cH:17][cH:18][cH:19]1>>[CH:3](=[CH2:4])[CH:5]1[CH:6]=[CH:7][CH2:8][CH2:9][CH2:10][CH2:11][CH2:12]1. Reactants: [Cl-].[Cl-].[Cl-].[Al+3] (Aluminum trichloride), C(C)(=O)Cl (Acetyl chloride), C(CC)OC=1C=CC=2C(CCC(C2C1)(C)C)(C)C (3-n-propoxy-5,5,8,8-tetramethyl-5,6,7,8-tetrahydronaphthalene), C(CC)OC=1C=CC=2C(CCC(C2C1)(C)C)(C)C (3-n-propoxy-5,5,8,8-tetramethyl-5,6,7,8-tetrahydronaphthalene), ClCCl (dichloromethane). Run at temperature 0 celsius, time 1 hour. The product is C(CC)OC=1C(=CC=2C(CCC(C2C1)(C)C)(C)C)C(CC)=O (1-(3-n-Propoxy-5,5,8,8-tetramethyl-5,6,7,8-tetrahydronaphthalen-2-yl)propan-1-one). Reaction SMILES: [C:1](Cl)(=[O:3])[CH3:2].[CH2:5]([O:8][C:9]1[CH:10]=[CH:11][C:12]2[C:13]([CH3:22])([CH3:21])[CH2:14][CH2:15][C:16]([CH3:20])([CH3:19])[C:17]=2[CH:18]=1)[CH2:6][CH3:7].[Cl-].[Cl-].[Cl-].[Al+3].Cl[CH2:28]Cl>>[CH2:5]([O:8][C:9]1[C:10]([C:1](=[O:3])[CH2:2][CH3:28])=[CH:11][C:12]2[C:13]([CH3:21])([CH3:22])[CH2:14][CH2:15][C:16]([CH3:20])([CH3:19])[C:17]=2[CH:18]=1)[CH2:6][CH3:7] |f:2.3.4.5|. Procedure: Acetyl chloride (0.831 g, 11.7 mmol) was added to a stirring solution of 3-n-propoxy-5,5,8,8-tetramethyl-5,6,7,8-tetrahydronaphthalene (Intermediate 6, 2.4 g, 9.7 mmol) in dichloromethane (100 mL), and the solution was cooled to 0° C. Aluminum trichloride (1.56 g, 11.7 mmol) was added over two to three minutes, the ice-bath was removed, the yellow solution was stirred for 1 h at room temperature. The solution was poured over ice in a separatory funnel, and the products were extracted three times... Reactants: CS(=O)(=O)O, CC#N, Cl, O=C=Nc1ccc([N+](=O)[O-])cc1, NCc1ccc2c(c1)CN(C1CCC(=O)NC1=O)C2=O. The product is O=C1CCC(N2Cc3cc(CNC(=O)Nc4ccc([N+](=O)[O-])cc4)ccc3C2=O)C(=O)N1. As a reaction SMILES: [CH3:1][S:2]([OH:3])(=[O:4])=[O:5].[CH3:39][C:40]#[N:41].[ClH:38].[N:26](=[C:27]=[O:28])[c:29]1[cH:30][cH:31][c:32]([N+:35](=[O:36])[O-:37])[cH:33][cH:34]1.[NH2:6][CH2:7][c:8]1[cH:9][c:10]2[c:14]([cH:15][cH:16]1)[C:13](=[O:17])[N:12]([CH:18]1[C:19](=[O:25])[NH:20][C:21](=[O:24])[CH2:22][CH2:23]1)[CH2:11]2>>[NH:6]([CH2:7][c:8]1[cH:9][c:10]2[c:14]([cH:15][cH:16]1)[C:13](=[O:17])[N:12]([CH:18]1[C:19](=[O:25])[NH:20][C:21](=[O:24])[CH2:22][CH2:23]1)[CH2:11]2)[C:27]([NH:26][c:29]1[cH:30][cH:31][c:32]([N+:35](=[O:36])[O-:37])[cH:33][cH:34]1)=[O:28]. The reactants are C(C)(C)(C)OC1=C(C=C(C=C1)C(F)(F)F)CN (1-[2-tert-butoxy-5-(trifluoromethyl)phenyl]methanamine), OC(C)C1(CC(CC1)=O)C(=O)O (1-(1-hydroxyethyl)-3-oxocyclopentanecarboxylic acid), ON1N=NC2=C1N=CC=C2 (1-hydroxy-7-azabenzotriazole), C(CCl)Cl (EDC). The solvent is C(Cl)Cl (DCM), C(Cl)Cl (DCM), C(Cl)Cl (DCM). Run at time 10 minute. Yields the product C(C)(C)(C)OC1=C(CNC(=O)C2(CC(CC2)=O)C(C)O)C=C(C=C1)C(F)(F)F (N-[2-tert-butoxy-5-(trifluoromethyl)benzyl]-1-(1-hydroxyethyl)-3-oxocyclopentanecarboxamide). RXN SMILES: [OH:1][CH:2]([C:4]1([C:10]([OH:12])=O)[CH2:8][CH2:7][C:6](=[O:9])[CH2:5]1)[CH3:3].ON1C2N=CC=CC=2N=N1.C(Cl)CCl.[C:27]([O:31][C:32]1[CH:37]=[CH:36][C:35]([C:38]([F:41])([F:40])[F:39])=[CH:34][C:33]=1[CH2:42][NH2:43])([CH3:30])([CH3:29])[CH3:28]>C(Cl)Cl>[C:27]([O:31][C:32]1[CH:37]=[CH:36][C:35]([C:38]([F:39])([F:40])[F:41])=[CH:34][C:33]=1[CH2:42][NH:43][C:10]([C:4]1([CH:2]([OH:1])[CH3:3])[CH2:8][CH2:7][C:6](=[O:9])[CH2:5]1)=[O:12])([CH3:30])([CH3:28])[CH3:29]. Procedure: A mixture of 1-(1-hydroxyethyl)-3-oxocyclopentanecarboxylic acid (3.54 g, 20.6 mmol), 1-hydroxy-7-azabenzotriazole (4.14 g, 30.9 mmol), and EDC (5.92 g, 30.9 mmol) in 70 mL of DCM was stirred at rt for 10 min then 1-[2-tert-butoxy-5-(trifluoromethyl)phenyl]methanamine (5.08 g, 20.6 mmol) was added in 10 mL of DCM. The resulting mixture was stirred at rt for 50 min, then was diluted with DCM and washed with water followed by brine. The organic layer was dried over anhydrous MgSO4, filtered, and c... Starting materials: CC(C)([O-])C.[K+] (Potassium t-butoxide), [N+](=O)([O-])C=1C=C(C(=O)Cl)C=CC1 (3-nitrobenzoyl chloride). Run in C1CCOC1 (THF). Run at time 2 hour. Yields the product C(C)(C)(C)OC(C1=CC(=CC=C1)[N+](=O)[O-])=O (3-Nitrobenzoic acid t-butyl ester). Isolated yield 63.5%. Reaction SMILES: [CH3:1][C:2]([CH3:5])([O-:4])[CH3:3].[K+].[N+:7]([C:10]1[CH:11]=[C:12]([CH:16]=[CH:17][CH:18]=1)[C:13](Cl)=[O:14])([O-:9])=[O:8]>C1COCC1>[C:2]([O:4][C:13](=[O:14])[C:12]1[CH:16]=[CH:17][CH:18]=[C:10]([N+:7]([O-:9])=[O:8])[CH:11]=1)([CH3:5])([CH3:3])[CH3:1] |f:0.1|. Procedure: Potassium t-butoxide (3.82 g, 32.30 mmol) is added to a solution of 3-nitrobenzoyl chloride (5.00 g, 26.94 mmol) in anhydrous THF (70 mL) and stirred under nitrogen for 2 hrs. The reaction mixture is concentrated in vacuo and partitioned between DCM and water. After separating the phases, the aqueous layer is back-extracted with ethyl acetate. The organic layers are combined, dried over anhydrous magnesium sulfate, filtered and then concentrated in vacuo. The crude product is purified on flash g... Starting materials: BrC1=CC=C(C=C1)C(C1=CC=CC=C1)=O (p-bromobenzophenone), O (water), C(CO)O (ethyleneglycol), C1(=CC=C(C=C1)S(=O)(=O)O)C (p-toluenesulphonic acid). Solvent: C1(=CC=CC=C1)C (toluene). The product is C1(=CC=CC=C1)C1(OCCO1)C1=CC=C(C=C1)Br (2-phenyl-2-(p-bromophenyl)-1,3-dioxolane). RXN SMILES: [Br:1][C:2]1[CH:7]=[CH:6][C:5]([C:8](=[O:15])[C:9]2[CH:14]=[CH:13][CH:12]=[CH:11][CH:10]=2)=[CH:4][CH:3]=1.[CH2:16](O)[CH2:17][OH:18].C1(C)C=CC(S(O)(=O)=O)=CC=1.O>C1(C)C=CC=CC=1>[C:9]1([C:8]2([C:5]3[CH:4]=[CH:3][C:2]([Br:1])=[CH:7][CH:6]=3)[O:18][CH2:17][CH2:16][O:15]2)[CH:14]=[CH:13][CH:12]=[CH:11][CH:10]=1. Reported procedure: In 1300 milliliters of toluene in a flask equipped with a Dean-Stark tube are dissolved 100 grams of p-bromobenzophenone; and to this solution is added 150 grams of ethyleneglycol and 4.4 grams of p-toluenesulphonic acid. This mixture is refluxed until no further water collects in the Dean-Stark tube. After distilling off the toluene and recrystallization from methanol one obtains 2-phenyl-2-(p-bromophenyl)-1,3-dioxolane. Reactants: C(C1=CC=CC=C1)N1C(NC2=C1C=C(C=C2)C2=CC(=CC=C2)[N+](=O)[O-])=O (1-benzyl-6-(3-nitrophenyl)-1,3-dihydro-2H-benzimidazole-2-one), COC=1C=CC(=CC1)P2(=S)SP(=S)(S2)C=3C=CC(=CC3)OC (Lawesson's reagent), solid. The product is C(C1=CC=CC=C1)N1C(NC2=C1C=C(C=C2)C2=CC(=CC=C2)[N+](=O)[O-])=S (1-Benzyl-6-(3-nitrophenyl)-1,3-dihydro-2H-benzimidazole-2-thione). RXN SMILES: [CH2:1]([N:8]1[C:12]2[CH:13]=[C:14]([C:17]3[CH:22]=[CH:21][CH:20]=[C:19]([N+:23]([O-:25])=[O:24])[CH:18]=3)[CH:15]=[CH:16][C:11]=2[NH:10][C:9]1=O)[C:2]1[CH:7]=[CH:6][CH:5]=[CH:4][CH:3]=1.COC1C=CC(P2(SP(C3C=CC(OC)=CC=3)(=S)S2)=[S:36])=CC=1>>[CH2:1]([N:8]1[C:12]2[CH:13]=[C:14]([C:17]3[CH:22]=[CH:21][CH:20]=[C:19]([N+:23]([O-:25])=[O:24])[CH:18]=3)[CH:15]=[CH:16][C:11]=2[NH:10][C:9]1=[S:36])[C:2]1[CH:7]=[CH:6][CH:5]=[CH:4][CH:3]=1. Procedure details: Prepared according to the procedure for Example 24 from 1-benzyl-6-(3-nitrophenyl)-1,3-dihydro-2H-benzimidazole-2-one (0.1 g, 0.29 mmol) and Lawesson's reagent (0.13 g, 0.32 mmol). A yellow solid (0.025 g, 24%): mp 244-245° C.; 1H-NMR (DMSO-d6) δ13.08 (s, 1H), 8.43 (s, 1H), 8.20 (dd, 1H, J=8.2, 1.7 Hz), 8.12 (d, 1H, J=7.8 Hz), 7.72-7.78 (m, 2H), 7.62 (d, 1H, J=8.3 Hz), 7.25-7.43 (m, 6H), 5.62 (s, 2H); MS (ESI) m/z 360 [M−H]−; Anal. Calc. For C20H15ClN2S.0.2H2O: C, 65.81; H, 4.25; N, 11.51. Found... The reactants are 13, ClC=1C=C(C=CC1)C1(CN(CCC1)CC1=CC=CC=C1)O (3-(3-chlorophenyl)-1-(phenylmethyl)-3-piperidinol), C(OCC)(=O)Cl (ethyl carbonochloridate). Solvent: CC1=CC=CC=C1 (methylbenzene). Run at time 8 hour. Yields the product ClC=1C=C(C=CC1)C1(CN(CCC1)C(=O)OCC)O (ethyl 3-(3-chlorophenyl)-3-hydroxy-1-piperidinecarboxylate), intermediate 50. The yield is 58.0%. Reaction SMILES: [Cl:1][C:2]1[CH:3]=[C:4]([C:8]2([OH:21])[CH2:13][CH2:12][CH2:11][N:10](CC3C=CC=CC=3)[CH2:9]2)[CH:5]=[CH:6][CH:7]=1.[C:22](Cl)(=[O:26])[O:23][CH2:24][CH3:25]>CC1C=CC=CC=1>[Cl:1][C:2]1[CH:3]=[C:4]([C:8]2([OH:21])[CH2:13][CH2:12][CH2:11][N:10]([C:22]([O:23][CH2:24][CH3:25])=[O:26])[CH2:9]2)[CH:5]=[CH:6][CH:7]=1. Reported procedure: To a stirred solution of 13 parts of 3-(3-chlorophenyl)-1-(phenylmethyl)-3-piperidinol in 270 parts of methylbenzene were added dropwise 10.9 parts of ethyl carbonochloridate at room temperature. Upon completion, stirring was continued overnight at reflux temperature. After cooling to room temperature, the whole was washed with water and hydrochloric acid. The organic layer was dried, filtered and evaporated, yielding 7 parts (58%) of ethyl 3-(3-chlorophenyl)-3-hydroxy-1-piperidinecarboxylate as...